Dataset: the Open Reaction Database (ORD), a public repository of structured organic reaction records. Task: describe an organic reaction: reactants, conditions, products, and yield The reactants are [OH-].[Na+] (NaOH), C(C)OC(C(C(=O)OC(C)(C)C)(C)CC=1C=NC(=CC1)NC(=O)OC(C)(C)C)=O (2-(6-tert-butoxycarbonylamino-pyridin-3-ylmethyl)-2-methyl-malonic acid tert-butyl ester ethyl ester), C(Cl)Cl (CH2Cl2). Solvent: C1CCOC1.CCO (THF EtOH). Reaction conditions: temperature 50 celsius, time 16 hour. The product is C(C)(C)(C)OC(C(C(=O)O)(C)CC=1C=NC(=CC1)NC(=O)OC(C)(C)C)=O (2-(6-tert-butoxycarbonylamino-pyridin-3-ylmethyl)-2-methyl-malonic acid mono-tert-butyl ester). Yield: 88.8%. Reaction SMILES: [OH-].[Na+].C([O:5][C:6](=[O:31])[C:7]([CH2:16][C:17]1[CH:18]=[N:19][C:20]([NH:23][C:24]([O:26][C:27]([CH3:30])([CH3:29])[CH3:28])=[O:25])=[CH:21][CH:22]=1)([CH3:15])[C:8]([O:10][C:11]([CH3:14])([CH3:13])[CH3:12])=[O:9])C.C(Cl)Cl>C1COCC1.CCO>[C:11]([O:10][C:8](=[O:9])[C:7]([CH2:16][C:17]1[CH:18]=[N:19][C:20]([NH:23][C:24]([O:26][C:27]([CH3:30])([CH3:29])[CH3:28])=[O:25])=[CH:21][CH:22]=1)([CH3:15])[C:6]([OH:31])=[O:5])([CH3:14])([CH3:12])[CH3:13] |f:0.1,4.5|. Procedure: 1M NaOH (2 mL) was added to a solution of 2-(6-tert-butoxycarbonylamino-pyridin-3-ylmethyl)-2-methyl-malonic acid tert-butyl ester ethyl ester (0.42g, 1.03 mmol) in THF/EtOH (4 mL, 1:1) . The reaction mixture was stirred at 50° C. for 16 h. CH2Cl2 was added and the mixture was washed with 0.5 M HCl and brine and dried. Concentration under reduced pressure gave 2-(6-tert-butoxycarbonylamino-pyridin-3-ylmethyl)-2-methyl-malonic acid mono-tert-butyl ester (348 mg, 89%). Reactants: N12CCCC2(CCC1)CCNC1=C(C=CC=C1)[N+](=O)[O-] (N-[2-(1-azabicyclo[3.3.0]octan-5-yl)ethyl]-2-nitroaniline), C(\C=C/C(=O)O)(=O)O (maleic acid). Procedure details: A mixture of N-[2-(1-azabicyclo[3.3.0]octan-5-yl)ethyl]-2-nitroaniline (200 mg, 725 μmol) obtained by Example 23 in ethanol (10 Ml) and maleic acid (84.2 mg, 72 μmol) in ethanol (10 ml) was concentrated until its volume becomes 3 ml and left to stand to afford the desired salt (223 mg, 78.6%). Isolated yield 791.3%. As a reaction SMILES: [N:1]12[CH2:8][CH2:7][CH2:6][C:5]1([CH2:9][CH2:10][NH:11][C:12]1[CH:17]=[CH:16][CH:15]=[CH:14][C:13]=1[N+:18]([O-:20])=[O:19])[CH2:4][CH2:3][CH2:2]2.[C:21]([OH:28])(=[O:27])/[CH:22]=[CH:23]\[C:24]([OH:26])=[O:25]>C(O)C>[C:21]([OH:28])(=[O:27])/[CH:22]=[CH:23]\[C:24]([OH:26])=[O:25].[N:1]12[CH2:8][CH2:7][CH2:6][C:5]1([CH2:9][CH2:10][NH:11][C:12]1[CH:17]=[CH:16][CH:15]=[CH:14][C:13]=1[N+:18]([O-:20])=[O:19])[CH2:4][CH2:3][CH2:2]2 |f:3.4|. Run in C(C)O (ethanol), C(C)O (ethanol). Yields the product C(\C=C/C(=O)O)(=O)O.N12CCCC2(CCC1)CCNC1=C(C=CC=C1)[N+](=O)[O-] (N-[2-(1-Azabicyclo[3.3.0]octan-5-yl)ethyl]-2-nitroaniline(maleate)). The reactants are CCCCc1nc2ccnc(Cl)c2n1Cc1ccc(-c2ccccc2C#N)cc1, CN1CCCC1=O, Cl, [Na+], [OH-]. The product is CCCCc1nc2cc[nH]c(=O)c2n1Cc1ccc(-c2ccccc2C#N)cc1. RXN SMILES: [CH2:1]([CH2:2][CH2:3][CH3:4])[c:5]1[n:6][c:7]2[c:8]([c:9]([Cl:13])[n:10][cH:11][cH:12]2)[n:14]1[CH2:15][c:16]1[cH:17][cH:18][c:19](-[c:22]2[c:23]([C:28]#[N:29])[cH:24][cH:25][cH:26][cH:27]2)[cH:20][cH:21]1.[CH3:33][N:34]1[CH2:35][CH2:36][CH2:37][C:38]1=[O:39].[ClH:30].[Na+:32].[OH-:31]>>[CH2:1]([CH2:2][CH2:3][CH3:4])[c:5]1[n:6][c:7]2[c:8]([c:9](=[O:31])[nH:10][cH:11][cH:12]2)[n:14]1[CH2:15][c:16]1[cH:17][cH:18][c:19](-[c:22]2[c:23]([C:28]#[N:29])[cH:24][cH:25][cH:26][cH:27]2)[cH:20][cH:21]1. Reactants: CC=1C=C2C=CC(=CC2=CC1)CC(=O)OC (methyl 6-methyl-2-naphthylacetate), CI (methyl iodide), [OH-].[Na+] (sodium hydroxide), COCCOC (1,2-dimethoxyethane). Solvent: C(C)O (ethanol), O (water). The product is CC=1C=C2C=CC(=CC2=CC1)C(C(=O)OC)C (methyl 6-methyl-2-naphthyl-α-methylacetate). As a reaction SMILES: [CH3:1][C:2]1[CH:3]=[C:4]2[C:9](=[CH:10][CH:11]=1)[CH:8]=[C:7]([CH2:12][C:13]([O:15][CH3:16])=[O:14])[CH:6]=[CH:5]2.[OH-].[Na+].[CH3:19]OCCOC.CI>C(O)C.O>[CH3:1][C:2]1[CH:3]=[C:4]2[C:9](=[CH:10][CH:11]=1)[CH:8]=[C:7]([CH:12]([CH3:19])[C:13]([O:15][CH3:16])=[O:14])[CH:6]=[CH:5]2 |f:1.2|. Procedure details: To a mixture of 22 g. of methyl 6-methyl-2-naphthylacetate, 2.5 g. of sodium hydroxide and 150 ml. of 1,2-dimethoxyethane, 25 g. of methyl iodide are added. The reaction mixture is allowed to stand for several hours and is then diluted with ethanol followed by water and extracted with methylene chloride. The extracts are combined, washed with water to neutrality, dried over sodium sulfate, filtered, and evaporated to yield methyl 6-methyl-2-naphthyl-α-methylacetate. This derivative is hydrolyzed... Reactants: Cc1nc(N2CCN(S(=O)(=O)c3ccc(OC(F)(F)F)cc3)C(C(=O)O)C2)sc1C(=O)OC(C)(C)C, CCN=C=NCCCN(C)C, CN(C)C=O, CC(C)c1ccc(CN)cn1, Cl, O, On1nnc2ccccc21. The product is Cc1nc(N2CCN(S(=O)(=O)c3ccc(OC(F)(F)F)cc3)C(C(=O)NCc3ccc(C(C)C)nc3)C2)sc1C(=O)OC(C)(C)C. Reaction SMILES: [C:1]([CH3:2])([CH3:3])([CH3:4])[O:5][C:6](=[O:7])[c:8]1[c:9]([CH3:36])[n:10][c:11]([N:13]2[CH2:14][CH:15]([C:33](=[O:34])[OH:35])[N:16]([S:19](=[O:20])(=[O:21])[c:22]3[cH:23][cH:24][c:25]([O:28][C:29]([F:30])([F:31])[F:32])[cH:26][cH:27]3)[CH2:17][CH2:18]2)[s:12]1.[CH2:60]([N:61]=[C:62]=[N:63][CH2:64][CH2:65][CH2:66][N:67]([CH3:68])[CH3:69])[CH3:70].[CH3:71][N:72]([CH3:73])[CH:74]=[O:75].[CH:37]([CH3:38])([CH3:39])[c:40]1[cH:41][cH:42][c:43]([CH2:46][NH2:47])[cH:44][n:45]1.[ClH:59].[OH2:48].[OH:49][n:50]1[c:51]2[cH:52][cH:53][cH:54][cH:55][c:56]2[n:57][n:58]1>>[C:1]([CH3:2])([CH3:3])([CH3:4])[O:5][C:6](=[O:7])[c:8]1[c:9]([CH3:36])[n:10][c:11]([N:13]2[CH2:14][CH:15]([C:33](=[O:35])[NH:47][CH2:46][c:43]3[cH:42][cH:41][c:40]([CH:37]([CH3:38])[CH3:39])[n:45][cH:44]3)[N:16]([S:19](=[O:20])(=[O:21])[c:22]3[cH:23][cH:24][c:25]([O:28][C:29]([F:30])([F:31])[F:32])[cH:26][cH:27]3)[CH2:17][CH2:18]2)[s:12]1.